This data is from the Open Reaction Database (ORD), a public repository of structured organic reaction records. The task is: describe an organic reaction: reactants, conditions, products, and yield As a reaction SMILES: [CH3:1][N:2]1[CH2:7][CH2:6][CH:5]([C:8]2[CH:13]=[CH:12][CH:11]=[CH:10][CH:9]=2)[CH:4]([CH2:14][OH:15])[CH2:3]1.[C:16]1([CH3:27])[CH:21]=[CH:20][C:19]([S:22]([O:25]C)(=[O:24])=[O:23])=[CH:18][CH:17]=1>>[C:16]1([CH3:27])[CH:17]=[CH:18][C:19]([S:22]([O-:25])(=[O:23])=[O:24])=[CH:20][CH:21]=1.[CH3:1][N+:2]1([CH3:16])[CH2:7][CH2:6][CH:5]([C:8]2[CH:13]=[CH:12][CH:11]=[CH:10][CH:9]=2)[CH:4]([CH2:14][OH:15])[CH2:3]1 |f:2.3|. The yield is 94.1%. Product: C1(=CC=C(C=C1)S(=O)(=O)[O-])C.C[N+]1(CC(C(CC1)C1=CC=CC=C1)CO)C (1,1-Dimethyl-3-hydroxymethyl-4-phenylpiperidinium p-toluenesulfonate). Reported procedure: The procedures of Reference Example 10 were repeated using 1.0 g of 1-methyl-4-phenyl-3-piperidinemethanol and 910 mg of methyl p-toluenesulfonate to give 900 mg of the desired compound. The reactants are CN1CC(C(CC1)C1=CC=CC=C1)CO (1-methyl-4-phenyl-3-piperidinemethanol), C1(=CC=C(C=C1)S(=O)(=O)OC)C (methyl p-toluenesulfonate).